describe an organic reaction: reactants, conditions, products, and yield From a dataset of the Open Reaction Database (ORD), a public repository of structured organic reaction records. Starting materials: ClCCl, CO, Cl, [Na+], [Na+], O=C([O-])[O-], CC(C)(C)OC(=O)N1CCC(c2ccc(COC(c3ccccc3)(c3ccccc3)c3ccccc3)cc2)C(OCc2ccc3ccccc3c2)C1. The product is CC(C)(C)OC(=O)N1CCC(c2ccc(CO)cc2)C(OCc2ccc3ccccc3c2)C1. RXN SMILES: [CH2:60]([Cl:61])[Cl:62].[CH3:63][OH:64].[ClH:53].[Na+:54].[Na+:55].[O-:56][C:57](=[O:58])[O-:59].[cH:1]1[c:2]([CH2:11][O:12][CH:13]2[CH2:14][N:15]([C:46](=[O:47])[O:48][C:49]([CH3:50])([CH3:51])[CH3:52])[CH2:16][CH2:17][CH:18]2[c:19]2[cH:20][cH:21][c:22]([CH2:25][O:26][C:27]([c:28]3[cH:29][cH:30][cH:31][cH:32][cH:33]3)([c:34]3[cH:35][cH:36][cH:37][cH:38][cH:39]3)[c:40]3[cH:41][cH:42][cH:43][cH:44][cH:45]3)[cH:23][cH:24]2)[cH:3][cH:4][c:5]2[cH:6][cH:7][cH:8][cH:9][c:10]12>>[cH:1]1[c:2]([CH2:11][O:12][CH:13]2[CH2:14][N:15]([C:46](=[O:47])[O:48][C:49]([CH3:50])([CH3:51])[CH3:52])[CH2:16][CH2:17][CH:18]2[c:19]2[cH:20][cH:21][c:22]([CH2:25][OH:26])[cH:23][cH:24]2)[cH:3][cH:4][c:5]2[cH:6][cH:7][cH:8][cH:9][c:10]12. The reactants are OC=1C(=C2CCC(OC2=C(C1C)C)(C(=O)OC)C)C (Methyl 6-hydroxy-2,5,7,8-tetramethyl-chroman-2-carboxylate), S(=O)(=O)(O)[O-].[K+] (potassium hydrogensulfate), [OH-].[Na+] (sodium hydroxide). Run in CO (methanol), O (water), O (water). Conditions: time 2 hour. Product: OC=1C(=C2CCC(OC2=C(C1C)C)(C(=O)O)C)C (6-Hydroxy-2,5,7,8-tetramethyl-chroman-2-carboxylic acid). As a reaction SMILES: [OH:1][C:2]1[C:3]([CH3:19])=[C:4]2[C:9](=[C:10]([CH3:13])[C:11]=1[CH3:12])[O:8][C:7]([CH3:18])([C:14]([O:16]C)=[O:15])[CH2:6][CH2:5]2.[OH-].[Na+].S([O-])(O)(=O)=O.[K+]>CO.O>[OH:1][C:2]1[C:3]([CH3:19])=[C:4]2[C:9](=[C:10]([CH3:13])[C:11]=1[CH3:12])[O:8][C:7]([CH3:18])([C:14]([OH:16])=[O:15])[CH2:6][CH2:5]2 |f:1.2,3.4|. Reported procedure: Into a 2000-L reactor provided with glass lining, methyl 6-hydroxy-2,5,7,8-tetramethyl-chroman-2-carboxylate (137.3 kg) obtained in Example 6 was placed and dissolved in methanol (137.3 kg). A solution containing water (411 kg) and sodium hydroxide (27 kg) was added dropwise thereto over two hours, whereby hydrolysis was performed at 80° C. for two hours. The hydrolyzed mixture was neutralized with a solution of potassium hydrogensulfate (91.9 kg) dissolved in water (411.9 kg) at 80° C. for two ... Reactants: C(C)N1N=C(C=C1C=1C=C(C=CC1)C(C)(C)NS(=O)(=O)CC(F)(F)F)C(C)O (2,2,2-Trifluoroethanesulfonic acid (1-{3-[1-ethyl-3-(1-hydroxyethyl)-1H-pyrazol-5-yl]-phenyl}-1-methylethyl)-amide), CC(C)OC(=O)/N=N/C(=O)OC(C)C (DIAD), FC1=CC=C(C=C1)O (4-fluorophenol), C1=CC=C(C=C1)P(C2=CC=CC=C2)C3=CC=CC=C3 (PPh3). Yields the product FC1=CC=C(OC(C)C2=NN(C(=C2)C=2C=C(C=CC2)C(C)(C)NS(=O)(=O)CC(F)(F)F)CC)C=C1 (2,2,2-Trifluoroethanesulfonic acid [1-(3-{3-[1-(4-fluorophenoxy)-ethyl]-1-ethyl-1H-pyrazol-5-yl}-phenyl)-1-methylethyl]-amide). As a reaction SMILES: [CH2:1]([N:3]1[C:7]([C:8]2[CH:9]=[C:10]([C:14]([NH:17][S:18]([CH2:21][C:22]([F:25])([F:24])[F:23])(=[O:20])=[O:19])([CH3:16])[CH3:15])[CH:11]=[CH:12][CH:13]=2)=[CH:6][C:5]([CH:26]([OH:28])[CH3:27])=[N:4]1)[CH3:2].[F:29][C:30]1[CH:35]=[CH:34][C:33](O)=[CH:32][CH:31]=1.C1C=CC(P(C2C=CC=CC=2)C2C=CC=CC=2)=CC=1.CC(OC(/N=N/C(OC(C)C)=O)=O)C>>[F:29][C:30]1[CH:35]=[CH:34][C:33]([O:28][CH:26]([C:5]2[CH:6]=[C:7]([C:8]3[CH:9]=[C:10]([C:14]([NH:17][S:18]([CH2:21][C:22]([F:23])([F:24])[F:25])(=[O:20])=[O:19])([CH3:16])[CH3:15])[CH:11]=[CH:12][CH:13]=3)[N:3]([CH2:1][CH3:2])[N:4]=2)[CH3:27])=[CH:32][CH:31]=1. Reported procedure: prepared following the procedure of Example 1 step 6 using the alcohol from Step 2 (121 mg, 0.29 mmol), 4-fluorophenol (49 mg, 0.44 mmol), PPh3 (113 mg, 0.44 mmol), and DIAD (85 mg, 0.44 mmol). The crude mixture was purified by column chromatography on silica eluting with 70% Et2O/iso-hexane and then by normal phase preparative HPLC to yield the ether (2.0 mg, 1%). 1H NMR (CDCl3, 500 MHz) δ 7.60-7.45 (3H, m), 7.36-7.30 (1H, m), 7.00-6.90 (4H, m), 6.28 (1H, s), 5.40 (1H, q, J=6.6 Hz), 4.90 (1H, s... Reactants: O=C([O-])O, CCOC(=O)c1[nH]c(C)c(CCC(=O)OC)c1C, CC(=O)O, [NH4+], [Na+], O=[N+]([O-])[O-], C1CCOC1, O. Product: CCOC(=O)c1[nH]c(C=O)c(CCC(=O)OC)c1C. As a reaction SMILES: [C:25](=[O:26])([OH:27])[O-:28].[CH2:1]([CH3:2])[O:3][C:4](=[O:5])[c:6]1[nH:7][c:8]([CH3:18])[c:9]([CH2:12][CH2:13][C:14](=[O:15])[O:16][CH3:17])[c:10]1[CH3:11].[CH3:30][C:31](=[O:32])[OH:33].[NH4+:20].[Na+:29].[O-:21][N+:22](=[O:23])[O-:24].[O:34]1[CH2:35][CH2:36][CH2:37][CH2:38]1.[OH2:19]>>[CH2:1]([CH3:2])[O:3][C:4](=[O:5])[c:6]1[nH:7][c:8]([CH:18]=[O:21])[c:9]([CH2:12][CH2:13][C:14](=[O:15])[O:16][CH3:17])[c:10]1[CH3:11]. Starting materials: [I-].C[N+](CC(=C)C1=CCCC=2C=C(N=CC12)OC)(C)C (N,N,N-trimethyl-N-(2-[5,6-dihydro-3-methoxyisoquinol-8-yl]prop-2-en-1-yl)ammonium iodide), CC1C(CCC1=O)=O (2-methylcyclopentane-1,3-dione), CN(C=O)C (dimethylformamide). Solvent: C(C)N(CC)CC (triethylamine). Yields the product COC=1N=CC=2C(=CCCC2C1)C(=C)CC1(C(CCC1=O)=O)C (5,6-dihydro-3-methoxy-8-[3-(2-methyl-1,3-dioxocyclopent-2-yl)prop-1-en-2-yl]isoquinoline). As a reaction SMILES: [CH3:1][CH:2]1[C:6](=[O:7])[CH2:5][CH2:4][C:3]1=[O:8].CN(C)C=O.[I-].C[N+](C)(C)[CH2:17][C:18]([C:20]1[C:29]2[CH:28]=[N:27][C:26]([O:30][CH3:31])=[CH:25][C:24]=2[CH2:23][CH2:22][CH:21]=1)=[CH2:19]>C(N(CC)CC)C>[CH3:31][O:30][C:26]1[N:27]=[CH:28][C:29]2[C:20]([C:18]([CH2:17][C:2]3([CH3:1])[C:6](=[O:7])[CH2:5][CH2:4][C:3]3=[O:8])=[CH2:19])=[CH:21][CH2:22][CH2:23][C:24]=2[CH:25]=1 |f:2.3|. Procedure details: A solution containing 0.75 parts of 2-methylcyclopentane-1,3-dione in 19 parts of dimethylformamide is treated sequentially with 1.0 part by volume of triethylamine and 1.9 parts of N,N,N-trimethyl-N-(2-[5,6-dihydro-3-methoxyisoquinol-8-yl]prop-2-en-1-yl)ammonium iodide. The resulting homogeneous solution is heated at about 135° for 4 3/4 hours. It is allowed to cool to room temperature and solvent is removed under reduced pressure. The remaining material is diluted with water-ether and enough 5... The reactants are ClC1=NC(=C(C(=O)NC2=CC(=C(C=C2)Cl)C2=NC=CC=C2)C=C1)C (6-chloro-N-(4-chloro-3-(pyridin-2-yl)phenyl)-2-methylnicotinamide), NCCN1CCCC1 (1-(2-aminoethyl)pyrrolidine). Solvent: C(CCC)O (BuOH). Yields the product ClC1=C(C=C(C=C1)NC(C1=C(N=C(C=C1)NCCN1CCCC1)C)=O)C1=NC=CC=C1 (N-(4-chloro-3-(pyridin-2-yl)phenyl)-2-methyl-6-(2-(pyrrolidin-1-yl)ethylamino)nicotinamide). RXN SMILES: Cl[C:2]1[CH:23]=[CH:22][C:5]([C:6]([NH:8][C:9]2[CH:14]=[CH:13][C:12]([Cl:15])=[C:11]([C:16]3[CH:21]=[CH:20][CH:19]=[CH:18][N:17]=3)[CH:10]=2)=[O:7])=[C:4]([CH3:24])[N:3]=1.[NH2:25][CH2:26][CH2:27][N:28]1[CH2:32][CH2:31][CH2:30][CH2:29]1>C(O)CCC>[Cl:15][C:12]1[CH:13]=[CH:14][C:9]([NH:8][C:6](=[O:7])[C:5]2[CH:22]=[CH:23][C:2]([NH:25][CH2:26][CH2:27][N:28]3[CH2:32][CH2:31][CH2:30][CH2:29]3)=[N:3][C:4]=2[CH3:24])=[CH:10][C:11]=1[C:16]1[CH:21]=[CH:20][CH:19]=[CH:18][N:17]=1. Reported procedure: Procedure F was performed using 100 mg of 6-chloro-N-(4-chloro-3-(pyridin-2-yl)phenyl)-2-methylnicotinamide and 70 μL of 1-(2-aminoethyl)pyrrolidine in 1 mL of BuOH. Purified by reverse phase HPLC to yield N-(4-chloro-3-(pyridin-2-yl)phenyl)-2-methyl-6-(2-(pyrrolidin-1-yl)ethylamino)nicotinamide. MS (Q1) 436.0 (M)+.